Dataset: the Open Reaction Database (ORD), a public repository of structured organic reaction records. Task: describe an organic reaction: reactants, conditions, products, and yield As a reaction SMILES: [C:1](OC)(=[O:6])[CH2:2][C:3]([CH3:5])=[O:4].[H-].[Na+].C([Li])CCC.[Cl:16][C:17]1[CH:18]=[C:19]([CH2:24][CH2:25][C:26]([C:28]2[CH:33]=[CH:32][CH:31]=[CH:30][CH:29]=2)=[O:27])[CH:20]=[CH:21][C:22]=1[Cl:23]>CCCCCC.O1CCCC1>[Cl:16][C:17]1[CH:18]=[C:19]([CH2:24][CH2:25][C:26]2([C:28]3[CH:29]=[CH:30][CH:31]=[CH:32][CH:33]=3)[O:27][C:1](=[O:6])[CH:2]=[C:3]([OH:4])[CH2:5]2)[CH:20]=[CH:21][C:22]=1[Cl:23] |f:1.2|. Conditions: temperature 0 celsius, time 15 minute. Reactants: ClC=1C=C(C=CC1Cl)CCC(=O)C1=CC=CC=C1 (3-(3,4-dichlorophenyl)propiophenone), C(CCC)[Li] (n-butyl lithium), C(CC(=O)C)(=O)OC (methyl acetoacetate), [H-].[Na+] (NaH), ketone. Run in O1CCCC1 (tetrahydrofuran), CCCCCC (hexane). Procedure details: The title compound was prepared as described in General Method 1 using 1.7 mL of methyl acetoacetate, 630 mg of NaH 60% dispersion in oil, 9.85 mL of 1.6M n-butyl lithium in hexane, 4.0 g of 3-(3,4-dichlorophenyl)propiophenone and 150 mL of tetrahydrofuran. After addition of the ketone, the reaction was stirred for 15 minutes at 0° C. then allowed to warm to room temperature and stirred for 4 hours. The crude product was triturated from diethyl ether to afford a solid (m.p. 145°-147° C.). 1H NMR... Yields the product ClC=1C=C(C=CC1Cl)CCC1(CC(=CC(O1)=O)O)C1=CC=CC=C1 (6-[2-(3,4-Dichlorophenyl)-ethyl]-5,6-dihydro-4-hydroxy-6-phenyl-2H-pyran-2-one), solid. Starting materials: CCOC(=O)Cn1nc(C(=O)C(C)(C)C)c2ccc(OC)cc21, CO, [Na+], [OH-], O. Product: COc1ccc2c(C(=O)C(C)(C)C)nn(CC(=O)O)c2c1. Reaction SMILES: [CH3:1][C:2]([C:3](=[O:4])[c:5]1[n:6][n:7]([CH2:16][C:17](=[O:18])[O:19][CH2:20][CH3:21])[c:8]2[cH:9][c:10]([O:14][CH3:15])[cH:11][cH:12][c:13]12)([CH3:22])[CH3:23].[CH3:27][OH:28].[Na+:26].[OH-:25].[OH2:24]>>[CH3:1][C:2]([C:3](=[O:4])[c:5]1[n:6][n:7]([CH2:16][C:17](=[O:18])[OH:19])[c:8]2[cH:9][c:10]([O:14][CH3:15])[cH:11][cH:12][c:13]12)([CH3:22])[CH3:23]. Reactants: imine, Cl.COC1=CC=C(C=C1)[C@@H](C)N[C@H](C)C1=CC=CC2=CC=CC=C12 ((R)-N-(1-(4-methoxyphenyl)ethyl)-(R)-1-(1-naphthyl) ethylamine hydrochloride), C1(=CC=CC=C1)C(C)N (1-phenylethylamine), C(C)(=O)C1=CC=CC2=CC=CC=C12 (1′-acetonaphthone), C(#N)[BH3-].[Na+] (sodium cyanoborohydride). The reagents and catalysts are CC([O-])C.[Ti+4].CC([O-])C.CC([O-])C.CC([O-])C (titanium(IV) isopropoxide). Yields the product C1(=CC=CC2=CC=CC=C12)C(C)NC(C)C1=CC=CC=C1 (N-[1-(1-naphthyl)ethyl)-1-phenylethylamine), 4G. Reaction SMILES: Cl.CO[C:4]1[CH:9]=[CH:8][C:7]([C@H:10]([NH:12][C@@H:13]([C:15]2[C:24]3[C:19](=[CH:20][CH:21]=[CH:22][CH:23]=3)[CH:18]=[CH:17][CH:16]=2)[CH3:14])[CH3:11])=[CH:6][CH:5]=1.C1(C(N)C)C=CC=CC=1.C(C1C2C(=CC=CC=2)C=CC=1)(=O)C.C([BH3-])#N.[Na+]>CC(C)[O-].[Ti+4].CC(C)[O-].CC(C)[O-].CC(C)[O-]>[C:15]1([CH:13]([NH:12][CH:10]([C:7]2[CH:8]=[CH:9][CH:4]=[CH:5][CH:6]=2)[CH3:11])[CH3:14])[C:24]2[C:19](=[CH:20][CH:21]=[CH:22][CH:23]=2)[CH:18]=[CH:17][CH:16]=1 |f:0.1,4.5,6.7.8.9.10|. Procedure details: In a similar fashion equal molar amounts of (R))-1-phenylethylamine, 1′-acetonaphthone and 1.25 equivalents of titanium(IV) isopropoxide were mixed and the resulting intermediate imine was reduced with ethanolic sodium cyanoborohydride. Work-up and chromatography yielded N-[1-(1-naphthyl)ethyl)-1-phenylethylamine, 4G, as a clear, colorless oil; m/z (rel. int.) 275 (M+, 16), 260 (79), 155 (100), 127 (27), 105 (70), 77 (32). Starting materials: ClC=1C=CC(=C(C1)C1=NN(C=C1NC(=O)C=1C=NN2C1N=CC=C2)C2CCNCC2)OC(F)F (pyrazolo[1,5-a]pyrimidine-3-carboxylic acid [3-(5-chloro-2-difluoromethoxyphenyl)-1-piperidin-4-yl-1H-pyrazol-4-yl]amide), C(C)(C)(C)OC(NCCCBr)=O ((3-bromo-propyl)-carbamic acid tert-butyl ester), C([O-])([O-])=O.[K+].[K+] (potassium carbonate). The solvent is CN(C)C=O (DMF), O (water). Conditions: temperature 60 celsius. Product: C(C)(C)(C)OC(NCCCN1CCC(CC1)N1N=C(C(=C1)NC(=O)C=1C=NN2C1N=CC=C2)C2=C(C=CC(=C2)Cl)OC(F)F)=O ([3-(4-{3-(5-chloro-2-difluoromethoxyphenyl)-4-[(pyrazolo[1,5-a]pyrimidine-3-carbonyl)amino]pyrazol-1-yl}piperidin-1-yl)propyl]carbamic acid tert-butyl ester). The yield is 101.5%. As a reaction SMILES: [Cl:1][C:2]1[CH:3]=[CH:4][C:5]([O:31][CH:32]([F:34])[F:33])=[C:6]([C:8]2[C:12]([NH:13][C:14]([C:16]3[CH:17]=[N:18][N:19]4[CH:24]=[CH:23][CH:22]=[N:21][C:20]=34)=[O:15])=[CH:11][N:10]([CH:25]3[CH2:30][CH2:29][NH:28][CH2:27][CH2:26]3)[N:9]=2)[CH:7]=1.[C:35]([O:39][C:40](=[O:46])[NH:41][CH2:42][CH2:43][CH2:44]Br)([CH3:38])([CH3:37])[CH3:36].C(=O)([O-])[O-].[K+].[K+]>CN(C=O)C.O>[C:35]([O:39][C:40](=[O:46])[NH:41][CH2:42][CH2:43][CH2:44][N:28]1[CH2:27][CH2:26][CH:25]([N:10]2[CH:11]=[C:12]([NH:13][C:14]([C:16]3[CH:17]=[N:18][N:19]4[CH:24]=[CH:23][CH:22]=[N:21][C:20]=34)=[O:15])[C:8]([C:6]3[CH:7]=[C:2]([Cl:1])[CH:3]=[CH:4][C:5]=3[O:31][CH:32]([F:33])[F:34])=[N:9]2)[CH2:30][CH2:29]1)([CH3:38])([CH3:37])[CH3:36] |f:2.3.4|. Procedure details: A mixture of pyrazolo[1,5-a]pyrimidine-3-carboxylic acid [3-(5-chloro-2-difluoromethoxyphenyl)-1-piperidin-4-yl-1H-pyrazol-4-yl]amide (100 mg, 0.20 mmol), (3-bromo-propyl)-carbamic acid tert-butyl ester (71 mg, 0.3 mmol) and potassium carbonate (45 mg, 0.32 mmol) in DMF (2 mL) was heated at 60° C. for 1.5 hours. The reaction mixture was allowed to cool to ambient temperature, diluted with water and extracted with dichloromethane. The organic layer was separated, washed with brine, dried (Na2SO4)... Run in O (water). Reaction conditions: temperature 150 celsius, time 40 minute. RXN SMILES: Cl[CH2:2][CH2:3][CH2:4][C:5]1([C:10]2[CH:15]=[CH:14][CH:13]=[CH:12][CH:11]=2)[O:9][CH2:8][CH2:7][O:6]1.[C:16]1(=[O:26])[NH:20][C:19](=[O:21])[C:18]2=[CH:22][CH:23]=[CH:24][CH:25]=[C:17]12.[K].CN(C=O)C>O>[C:10]1([C:5]2([CH2:4][CH2:3][CH2:2][N:20]3[C:16](=[O:26])[C:17]4[C:18](=[CH:22][CH:23]=[CH:24][CH:25]=4)[C:19]3=[O:21])[O:9][CH2:8][CH2:7][O:6]2)[CH:15]=[CH:14][CH:13]=[CH:12][CH:11]=1 |f:1.2,^1:26|. Isolated yield 84.0%. The reactants are ClCCCC1(OCCO1)C1=CC=CC=C1 (2-(3-chloropropyl)-2-phenyl-[1,3]dioxolane), C1(C=2C(C(N1)=O)=CC=CC2)=O.[K] (potassium phthalimide), CN(C)C=O (DMF). Reported procedure: Add 2-(3-chloropropyl)-2-phenyl-[1,3]dioxolane (38 g, 168 mmol) and potassium phthalimide (34.2 g, 184.4 mmol) to DMF (80 mL) and stir for 40 min at 150° C. Cool the reaction to RT, dilute with water (1 L) and extract the mixture with a mixture of EtOAc (500 mL) and hexanes (500 mL) and DCM (2 L). Dry (sodium sulfate), concentrate and recrystallize the solid from hot ethanol (600 mL). Filter and dry the residue under vacuum to isolate the title compound as a white solid (47.62 g, 84%). The product is C1(=CC=CC=C1)C1(OCCO1)CCCN1C(C2=CC=CC=C2C1=O)=O (2-[3-(2-Phenyl-[1,3]dioxolan-2-yl)-propyl]-isoindole-1,3-dione). Starting materials: CCOC(=O)CCc1cn(Cc2ccc(OCc3nc(-c4ccccc4)oc3C)cc2)nc1OS(=O)(=O)C(F)(F)F, CCO, CCOC(C)=O, Cc1ccccc1, [Na+], [Na+], O=C([O-])[O-], OB(O)c1ccc(F)cc1. Product: CCOC(=O)CCc1cn(Cc2ccc(OCc3nc(-c4ccccc4)oc3C)cc2)nc1-c1ccc(F)cc1. As a reaction SMILES: [CH3:1][c:2]1[c:3]([CH2:13][O:14][c:15]2[cH:16][cH:17][c:18]([CH2:19][n:20]3[n:21][c:22]([O:32][S:33]([C:34]([F:35])([F:36])[F:37])(=[O:38])=[O:39])[c:23]([CH2:25][CH2:26][C:27](=[O:28])[O:29][CH2:30][CH3:31])[cH:24]3)[cH:40][cH:41]2)[n:4][c:5](-[c:7]2[cH:8][cH:9][cH:10][cH:11][cH:12]2)[o:6]1.[CH3:58][CH2:59][OH:60].[CH3:61][CH2:62][O:63][C:64](=[O:65])[CH3:66].[CH3:67][c:68]1[cH:69][cH:70][cH:71][cH:72][cH:73]1.[Na+:52].[Na+:53].[O-:54][C:55](=[O:56])[O-:57].[OH:42][B:43]([OH:44])[c:45]1[cH:46][cH:47][c:48]([F:49])[cH:50][cH:51]1>>[CH3:1][c:2]1[c:3]([CH2:13][O:14][c:15]2[cH:16][cH:17][c:18]([CH2:19][n:20]3[n:21][c:22](-[c:45]4[cH:46][cH:47][c:48]([F:49])[cH:50][cH:51]4)[c:23]([CH2:25][CH2:26][C:27](=[O:28])[O:29][CH2:30][CH3:31])[cH:24]3)[cH:40][cH:41]2)[n:4][c:5](-[c:7]2[cH:8][cH:9][cH:10][cH:11][cH:12]2)[o:6]1. Reactants: Cl (hydrochloric acid), C(C)OC(C(C)C1=C(N=C(O1)C1=CC=C(C=C1)C(F)(F)F)C(C)C)=O (2-[4-Isopropyl-2-(4-trifluoromethyl-phenyl)-oxazol-5-yl]-propionic acid ethyl ester), O1CCCC1 (tetrahydrofuran), [H-].[Al+3].[Li+].[H-].[H-].[H-] (Lithium aluminum hydride). Solvent: C(C)(=O)OCC (ethyl acetate). Conditions: time 20 hour. Product: C(C)(C)C=1N=C(OC1C(CO)C)C1=CC=C(C=C1)C(F)(F)F (2-[4-Isopropyl-2-(4-trifluoromethyl-phenyl)-oxazol-5-yl]-propan-1-ol). Reaction SMILES: C([O:3][C:4](=O)[CH:5]([C:7]1[O:11][C:10]([C:12]2[CH:17]=[CH:16][C:15]([C:18]([F:21])([F:20])[F:19])=[CH:14][CH:13]=2)=[N:9][C:8]=1[CH:22]([CH3:24])[CH3:23])[CH3:6])C.O1CCCC1.[H-].[Al+3].[Li+].[H-].[H-].[H-].Cl>C(OCC)(=O)C>[CH:22]([C:8]1[N:9]=[C:10]([C:12]2[CH:13]=[CH:14][C:15]([C:18]([F:20])([F:21])[F:19])=[CH:16][CH:17]=2)[O:11][C:7]=1[CH:5]([CH3:6])[CH2:4][OH:3])([CH3:23])[CH3:24] |f:2.3.4.5.6.7|. Reported procedure: 2-[4-Isopropyl-2-(4-trifluoromethyl-phenyl)-oxazol-5-yl]-propionic acid ethyl ester (1.11 g, 3.12 mmol) and tetrahydrofuran (50 mL) are cooled to 0° C. Lithium aluminum hydride (0.24 g, 6.25 mmol) is added and the resulting mixture is stirred 20 hr at room temperature. The mixture is cooled to 0° C. and 1M aqueous hydrochloric acid (50 mL) is carefully added. The mixture is then diluted with ethyl acetate (100 mL) and the layers are separated. The aqueous layer is washed with ethyl acetate (100 ... Reactants: [Si](C)(C)(C(C)(C)C)O[C@@H]([C@@H]1N([C@@H](CC1)CC1=CC=C(C=C1)C(=O)OC)C(=O)OC(C)(C)C)C=1C=[N+](C=CC1)[O-] (tert-butyl (2R,5S)-2-[(R)-{[tert-butyl(dimethyl)silyl]oxy}(1-oxidopyridin-3-yl)methyl]-5-[4-(methoxycarbonyl)benzyl]pyrrolidine-1-carboxylate), C1(=CC=C(C=C1)S(=O)(=O)OS(=O)(=O)C1=CC=C(C=C1)C)C (p-toluenesulfonic anhydride), C(C)(C)(C1=CC=CC=C1)N (cumylamine), C1(=CC=C(C=C1)S(=O)(=O)OS(=O)(=O)C1=CC=C(C=C1)C)C (p-toluenesulfonic anhydride), C(C)(C)(C1=CC=CC=C1)N (Cumylamine), C1(=CC=C(C=C1)S(=O)(=O)OS(=O)(=O)C1=CC=C(C=C1)C)C (p-toluenesulfonic anhydride), C(C)(C)(C1=CC=CC=C1)N (cumylamine). The solvent is FC(C1=CC=CC=C1)(F)F (trifluorotoluene), CCOC(=O)C (EtOAc). Conditions: time 10 minute. Product: [Si](C)(C)(C(C)(C)C)O[C@@H]([C@@H]1N([C@@H](CC1)CC1=CC=C(C=C1)C(=O)OC)C(=O)OC(C)(C)C)C=1C=NC(=CC1)NC(C)(C)C1=CC=CC=C1 (tert-butyl (2R,5S)-2-[(R)-{[tert-butyl(dimethyl)silyl]oxy}{6-[(2-phenylpropan-2-yl)amino]pyridin-3-yl}methyl]-5-[4-(methoxycarbonyl)benzyl]pyrrolidine-1-carboxylate). Yield: 62.0%. Reaction SMILES: [Si:1]([O:8][C@H:9]([C:33]1[CH:34]=[N+:35]([O-])[CH:36]=[CH:37][CH:38]=1)[C@H:10]1[CH2:14][CH2:13][C@@H:12]([CH2:15][C:16]2[CH:21]=[CH:20][C:19]([C:22]([O:24][CH3:25])=[O:23])=[CH:18][CH:17]=2)[N:11]1[C:26]([O:28][C:29]([CH3:32])([CH3:31])[CH3:30])=[O:27])([C:4]([CH3:7])([CH3:6])[CH3:5])([CH3:3])[CH3:2].[C:40]([NH2:49])([C:43]1[CH:48]=[CH:47][CH:46]=[CH:45][CH:44]=1)([CH3:42])[CH3:41].C1(C)C=CC(S(OS(C2C=CC(C)=CC=2)(=O)=O)(=O)=O)=CC=1>FC(F)(F)C1C=CC=CC=1.CCOC(C)=O>[Si:1]([O:8][C@H:9]([C:33]1[CH:34]=[N:35][C:36]([NH:49][C:40]([C:43]2[CH:48]=[CH:47][CH:46]=[CH:45][CH:44]=2)([CH3:42])[CH3:41])=[CH:37][CH:38]=1)[C@H:10]1[CH2:14][CH2:13][C@@H:12]([CH2:15][C:16]2[CH:21]=[CH:20][C:19]([C:22]([O:24][CH3:25])=[O:23])=[CH:18][CH:17]=2)[N:11]1[C:26]([O:28][C:29]([CH3:32])([CH3:31])[CH3:30])=[O:27])([C:4]([CH3:7])([CH3:6])[CH3:5])([CH3:3])[CH3:2]. Reported procedure: A solution of tert-butyl (2R,5S)-2-[(R)-{[tert-butyl(dimethyl)silyl]oxy}(1-oxidopyridin-3-yl)methyl]-5-[4-(methoxycarbonyl)benzyl]pyrrolidine-1-carboxylate (0.465 g, 0.835 mmol) in trifluorotoluene (15 ml) was cooled to 0° C. Cumylamine (0.282 mL, 2.09 mmol) was added, followed by p-toluenesulfonic anhydride (0.273 g, 0.835 mmol) in 2 portions, 5 minutes apart. After 10 minutes, additional cumylamine (0.282 mL, 2.09 mmol) was added, followed by p-toluenesulfonic anhydride (0.273 g, 0.835 mmol) i... Starting materials: BrCCC1=CC(=CC=C1)OC (1-(2-bromoethyl)-3-methoxybenzene), [C-]#N.[Na+] (NaCN). Run in CN(C)C=O (DMF). Product: COC=1C=C(C=CC1)CCC#N (3-(3-methoxyphenyl)propanenitrile). As a reaction SMILES: Br[CH2:2][CH2:3][C:4]1[CH:9]=[CH:8][CH:7]=[C:6]([O:10][CH3:11])[CH:5]=1.[C-:12]#[N:13].[Na+]>CN(C=O)C>[CH3:11][O:10][C:6]1[CH:5]=[C:4]([CH2:3][CH2:2][C:12]#[N:13])[CH:9]=[CH:8][CH:7]=1 |f:1.2|. Procedure details: The solution of 1-(2-bromoethyl)-3-methoxybenzene (10 g, 46.4 mmol), NaCN (2.73 g, 55.8 mmol) in dry DMF (20 ml) was heated at 90° C. for 6 hours or until all the starting material is consumed, the reaction was cooled, diluted with EtOAc (60 ml) and washed with water (20 ml×3), brine, the organic layer was dried over Na2SO4, filtered, concentrated, and purified by flash chromatography on a silica gel column (hex: ethyl acetate 2:1) to give the title compound as an oil.